From a dataset of the Open Reaction Database (ORD), a public repository of structured organic reaction records. describe an organic reaction: reactants, conditions, products, and yield Reactants: CN(C)C=O, CCOC(=O)NC(C)C(=O)c1ccc(O)c(Cl)c1, COc1ccc(CCNC(=O)CCl)cc1OC, [H-], [Na+]. Product: CCOC(=O)NC(C)C(=O)c1ccc(OCC(=O)NCCc2ccc(OC)c(OC)c2)c(Cl)c1. Reaction SMILES: [CH3:38][N:39]([CH3:40])[CH:41]=[O:42].[Cl:1][c:2]1[cH:3][c:4]([C:9]([CH:10]([CH3:11])[NH:12][C:13]([O:14][CH2:15][CH3:16])=[O:17])=[O:18])[cH:5][cH:6][c:7]1[OH:8].[Cl:21][CH2:22][C:23](=[O:24])[NH:25][CH2:26][CH2:27][c:28]1[cH:29][c:30]([O:36][CH3:37])[c:31]([O:34][CH3:35])[cH:32][cH:33]1.[H-:19].[Na+:20]>>[Cl:1][c:2]1[cH:3][c:4]([C:9]([CH:10]([CH3:11])[NH:12][C:13]([O:14][CH2:15][CH3:16])=[O:17])=[O:18])[cH:5][cH:6][c:7]1[O:8][CH2:22][C:23](=[O:24])[NH:25][CH2:26][CH2:27][c:28]1[cH:29][c:30]([O:36][CH3:37])[c:31]([O:34][CH3:35])[cH:32][cH:33]1. Starting materials: ClC1=NC(=C(C(=N1)Cl)C(=O)N(C)C)N[C@@H](CO)O (2,4-dichloro-6-{[(1R)-1,2-dihydroxyethyl]amino}-N,N-dimethylpyrimidine-5-carboxamide), [Si](C)(C)(C(C)(C)C)Cl (tert-butyldimethylsilyl chloride), N1C=NC=C1 (imidazole). Run in CN(C)C=O (DMF). Reaction conditions: temperature 0 celsius, time 1 hour. The product is [Si](C)(C)(C(C)(C)C)OC[C@@H](O)NC1=NC(=NC(=C1C(=O)N(C)C)Cl)Cl (4[((1R)-2-{[tert-butyl(dimethyl)silyl]oxy}-1-hydroxyethyl)amino]-2,6-dichloro-N,N-dimethylpyrimidine-5-carboxamide). As a reaction SMILES: [Cl:1][C:2]1[N:7]=[C:6]([Cl:8])[C:5]([C:9]([N:11]([CH3:13])[CH3:12])=[O:10])=[C:4]([NH:14][C@H:15]([OH:18])[CH2:16][OH:17])[N:3]=1.[Si:19](Cl)([C:22]([CH3:25])([CH3:24])[CH3:23])([CH3:21])[CH3:20].N1C=CN=C1>CN(C=O)C>[Si:19]([O:17][CH2:16][C@H:15]([NH:14][C:4]1[C:5]([C:9]([N:11]([CH3:13])[CH3:12])=[O:10])=[C:6]([Cl:8])[N:7]=[C:2]([Cl:1])[N:3]=1)[OH:18])([C:22]([CH3:25])([CH3:24])[CH3:23])([CH3:21])[CH3:20]. Reported procedure: To a solution of the subtitle product of step iv) (0.50 g) in DMF (10 ml) was added tert-butyldimethylsilyl chloride (0.51 g) at −10° C. in portions. To this mixture was then added imidazole in portions. The mixture was then stirred at 0° C. for 1 h and allowed to come to room temperature and stirred for 16 h. The mixture was quenched with water and extracted with EtOAc (2×250 ml). The combined organics were washed with water (3×20 ml) and brine (3×20 ml), the organic layer dried (MgSO4) and the... Reactants: C(C1=CC=CC=C1)N1CC(CC1)CC1=CNC2=CC=C(C=C12)C#N (3-(1-benzyl-3-pyrrolidinylmethyl)-1H-indole-5-carbonitrile), Cl (hydrochloric acid). Run in C(C)O (ethanol), C(C)O (ethanol). The product is N1CC(CC1)CC1=CNC2=CC=C(C=C12)C#N (3-[(3-Pyrrolidinyl)methyl]-1H-indole-5-carbonitrile). Reaction SMILES: C([N:8]1[CH2:12][CH2:11][CH:10]([CH2:13][C:14]2[C:22]3[C:17](=[CH:18][CH:19]=[C:20]([C:23]#[N:24])[CH:21]=3)[NH:16][CH:15]=2)[CH2:9]1)C1C=CC=CC=1.Cl>C(O)C>[NH:8]1[CH2:12][CH2:11][CH:10]([CH2:13][C:14]2[C:22]3[C:17](=[CH:18][CH:19]=[C:20]([C:23]#[N:24])[CH:21]=3)[NH:16][CH:15]=2)[CH2:9]1. Reported procedure: Hydrogenolysis of 0.32 mol (96 g) of 3-(1-benzyl-3-pyrrolidinylmethyl)-1H-indole-5-carbonitrile (described in Patent Application EP 610 134) is carried out in 1.7 liters of ethanol in the presence of 9.6 g of carbon containing 20% palladium hydroxide moist (Pearlman's catalyst) and 0.32 mol of hydrochloric acid in ethanol at 70° C. and at atmospheric pressure. After absorption of the theoretical amount of hydrogen, the catalyst is filtered off and the filtrate is then concentrated. The base is p...